From a dataset of the Open Reaction Database (ORD), a public repository of structured organic reaction records. describe an organic reaction: reactants, conditions, products, and yield Starting materials: BrC=1C=C(C=NC1OCC(F)(F)F)C(=O)O (5-bromo-6-(2,2,2-trifluoroethoxy)-3-pyridinecarboxylic acid), C(#N)C1=CC=C(C=C1)B(O)O (B-(4-cyanophenyl)-boronic acid). Yields the product C(#N)C1=CC=C(C=C1)C=1C(=NC=C(C(=O)O)C1)OCC(F)(F)F (5-(4-cyano-phenyl)-6-(2,2,2-trifluoro-ethoxy)-nicotinic acid). RXN SMILES: Br[C:2]1[CH:3]=[C:4]([C:14]([OH:16])=[O:15])[CH:5]=[N:6][C:7]=1[O:8][CH2:9][C:10]([F:13])([F:12])[F:11].[C:17]([C:19]1[CH:24]=[CH:23][C:22](B(O)O)=[CH:21][CH:20]=1)#[N:18]>>[C:17]([C:19]1[CH:24]=[CH:23][C:22]([C:2]2[C:7]([O:8][CH2:9][C:10]([F:13])([F:12])[F:11])=[N:6][CH:5]=[C:4]([CH:3]=2)[C:14]([OH:16])=[O:15])=[CH:21][CH:20]=1)#[N:18]. Reported procedure: The title compound was synthesized in analogy to Example BQ using 5-bromo-6-(2,2,2-trifluoroethoxy)-3-pyridinecarboxylic acid (CAN 1211586-75-2) and B-(4-cyanophenyl)-boronic acid, (CAN 126747-14-6) as starting materials; MS (ESI): 321.2 (M−H). Reaction conditions: time 2 hour. Reagents/catalysts: [Cl-].C(CCC)[N+](CCCC)(CCCC)CCCC (tetrabutylammonium chloride). Starting materials: CC1=C(C=C(C=C1)[N+](=O)[O-])C(C)O (1-(2'-methyl-5'-nitrophenyl)ethanol), CI (methyl iodide), [OH-].[Na+] (NaOH), CI (methyl iodide), C1=CC=CC=C1 (benzene), [OH-].[Na+] (sodium hydroxide), CI (methyl iodide). RXN SMILES: [CH3:1][C:2]1[CH:7]=[CH:6][C:5]([N+:8]([O-:10])=[O:9])=[CH:4][C:3]=1[CH:11]([OH:13])[CH3:12].[CH:14]1C=CC=CC=1.[OH-].[Na+].CI>[Cl-].C([N+](CCCC)(CCCC)CCCC)CCC.O.CCOCC>[CH3:14][O:13][CH:11]([CH3:12])[C:3]1[CH:4]=[C:5]([N+:8]([O-:10])=[O:9])[CH:6]=[CH:7][C:2]=1[CH3:1] |f:2.3,5.6|. Run in O (Water), CCOCC (ether). Yields the product COC(C1=C(C=CC(=C1)[N+](=O)[O-])C)C (α,2-Dimethyl-5-nitrobenzyl methyl ether). Reported procedure: 1-(2'-methyl-5'-nitrophenyl)ethanol (0.9 g) is dissolved in 5 ml. of benzene and 0.8 g of 50% aqueous sodium hydroxide, ca 10 mg of tetrabutylammonium chloride, 5 ml of ether and 1.25 ml of methyl iodide is added. The reaction mixture is stirred at room temperature for 2 hours and heated at 30°-35° for 4 hours. An additional 1.0 ml of methyl iodide is added and the mixture stirred at room temperature for 22 hours. Thin layer chromatography indicates starting material remaining therefore 0.52 ml ... Run in O (water). Procedure: Combine (R)-2-((4-(3-(difluoromethyl)-4-fluorophenyl)-2-(piperidin-4-yl)-1H-imidazol-1-yl)methyl)-1-methylpiperidine (0.8 g, 0.0018 mol, 1.0 eq); 4-chloro-5-ethyl-5,7 dihydro-pyrrolo[2,3-d]pyrimidin-6-one (0.425 g, 0.00216 mol, 1.2 eq); DIPEA (2.3 mL, 0.0126 mol, 7.0 eq) and IPA (15 mL) in a pressure tube and heat at 120° C. overnight under sealed condition. Cool the reaction mass and dilute with water (25 mL). Extract in EA (2×50 mL) and wash the organic layer with brine (2×50 mL). Dry over anh... Isolated yield 5.4%. As a reaction SMILES: [F:1][CH:2]([F:29])[C:3]1[CH:4]=[C:5]([C:10]2[N:11]=[C:12]([CH:23]3[CH2:28][CH2:27][NH:26][CH2:25][CH2:24]3)[N:13]([CH2:15][C@H:16]3[CH2:21][CH2:20][CH2:19][CH2:18][N:17]3[CH3:22])[CH:14]=2)[CH:6]=[CH:7][C:8]=1[F:9].Cl[C:31]1[C:32]2[CH:39]([CH2:40][CH3:41])[C:38](=[O:42])[NH:37][C:33]=2[N:34]=[CH:35][N:36]=1.CCN(C(C)C)C(C)C.CC(O)C>O>[F:29][CH:2]([F:1])[C:3]1[CH:4]=[C:5]([C:10]2[N:11]=[C:12]([CH:23]3[CH2:24][CH2:25][N:26]([C:31]4[C:32]5[CH:39]([CH2:40][CH3:41])[C:38](=[O:42])[NH:37][C:33]=5[N:34]=[CH:35][N:36]=4)[CH2:27][CH2:28]3)[N:13]([CH2:15][C@H:16]3[CH2:21][CH2:20][CH2:19][CH2:18][N:17]3[CH3:22])[CH:14]=2)[CH:6]=[CH:7][C:8]=1[F:9]. Yields the product FC(C=1C=C(C=CC1F)C=1N=C(N(C1)C[C@@H]1N(CCCC1)C)C1CCN(CC1)C=1C2=C(N=CN1)NC(C2CC)=O)F (4-{4-[4-(3-Difluoromethyl-4-fluorophenyl)-1-(((R)-1-methylpiperidin-2-yl)methyl)-1H-imidazol-2-yl]-piperidin-1-yl}-5-ethyl-5,7-dihydro-pyrrolo[2,3-d]pyrimidin-6-one). Starting materials: FC(C=1C=C(C=CC1F)C=1N=C(N(C1)C[C@@H]1N(CCCC1)C)C1CCNCC1)F ((R)-2-((4-(3-(difluoromethyl)-4-fluorophenyl)-2-(piperidin-4-yl)-1H-imidazol-1-yl)methyl)-1-methylpiperidine), ClC=1C2=C(N=CN1)NC(C2CC)=O (4-chloro-5-ethyl-5,7 dihydro-pyrrolo[2,3-d]pyrimidin-6-one), CCN(C(C)C)C(C)C (DIPEA), CC(C)O (IPA). Reactants: CC(=O)CC(C)C, OC1(c2ccc(Cl)cc2)CCNCC1, ClCCNC(c1ccccc1)c1ccccc1, Cl, [I-], [K+], [Na+], [Na+], O=C([O-])[O-], O. Product: OC1(c2ccc(Cl)cc2)CCN(CCNC(c2ccccc2)c2ccccc2)CC1. RXN SMILES: [CH3:42][CH:43]([CH3:44])[CH2:45][C:46](=[O:47])[CH3:48].[Cl:19][c:20]1[cH:21][cH:22][c:23]([C:26]2([OH:32])[CH2:27][CH2:28][NH:29][CH2:30][CH2:31]2)[cH:24][cH:25]1.[Cl:2][CH2:3][CH2:4][NH:5][CH:6]([c:7]1[cH:8][cH:9][cH:10][cH:11][cH:12]1)[c:13]1[cH:14][cH:15][cH:16][cH:17][cH:18]1.[ClH:1].[I-:40].[K+:39].[Na+:33].[Na+:34].[O-:35][C:36](=[O:37])[O-:38].[OH2:41]>>[CH2:3]([CH2:4][NH:5][CH:6]([c:7]1[cH:8][cH:9][cH:10][cH:11][cH:12]1)[c:13]1[cH:14][cH:15][cH:16][cH:17][cH:18]1)[N:29]1[CH2:28][CH2:27][C:26]([c:23]2[cH:22][cH:21][c:20]([Cl:19])[cH:25][cH:24]2)([OH:32])[CH2:31][CH2:30]1.